This data is from the Open Reaction Database (ORD), a public repository of structured organic reaction records. The task is: describe an organic reaction: reactants, conditions, products, and yield The product is Ic1cn(CCCN2CCCC2)cn1. As a reaction SMILES: [CH2:11]1[CH2:12][CH2:13][NH:14][CH2:15]1.[CH3:16][S:17]([CH3:18])=[O:19].[Cl:1][CH2:2][CH2:3][CH2:4][n:5]1[cH:6][n:7][c:8]([I:10])[cH:9]1.[OH2:20]>>[CH2:2]([CH2:3][CH2:4][n:5]1[cH:6][n:7][c:8]([I:10])[cH:9]1)[N:14]1[CH2:13][CH2:12][CH2:11][CH2:15]1. Reactants: C1CCNC1, CS(C)=O, ClCCCn1cnc(I)c1, O. Starting materials: FC(C(=O)O)(F)F (trifluoroacetic acid), C1(=C(C(=CC(=C1)C)C)NC1CCN(CC1)C(=O)OC(C)(C)C)C (tert-butyl 4-(mesitylamino)piperidine-1-carboxylate). The solvent is C(Cl)Cl (methylene chloride). Reaction conditions: time 22 hour. Product: C1(=C(C(=CC(=C1)C)C)NC1CCNCC1)C (4-(Mesitylamino)piperidine). Isolated yield 91.3%. Reaction SMILES: FC(F)(F)C(O)=O.[C:8]1([CH3:30])[CH:13]=[C:12]([CH3:14])[CH:11]=[C:10]([CH3:15])[C:9]=1[NH:16][CH:17]1[CH2:22][CH2:21][N:20](C(OC(C)(C)C)=O)[CH2:19][CH2:18]1>C(Cl)Cl>[C:10]1([CH3:15])[CH:11]=[C:12]([CH3:14])[CH:13]=[C:8]([CH3:30])[C:9]=1[NH:16][CH:17]1[CH2:22][CH2:21][NH:20][CH2:19][CH2:18]1. Reported procedure: After adding trifluoroacetic acid (10 mL) to a solution of tert-butyl 4-(mesitylamino)piperidine-1-carboxylate (5.71 g, 17.9 mmol) in methylene chloride (30 mL), the mixture was stirred at room temperature for 22 hours and then concentrated under reduced pressure. The residue was dissolved in methanol (10 mL), toluene (20 mL) was added, and concentration under reduced pressure was repeated. The residue was purified by silica gel column chromatography (75 g NH silica Chromatorex DM2035, hexane:et... Yields the product CC(c1ccccc1)C(c1ncc(-c2ccc(I)cc2)[nH]1)N1C(=O)NC(CC(=O)O)C1=O. The reactants are CC(c1ccccc1)C(c1ncc(-c2ccc(I)cc2)[nH]1)N1C(=O)NC(CC(=O)OC(C)(C)C)C1=O, Cl, C1COCCO1. As a reaction SMILES: [C:1]([CH3:2])([CH3:3])([CH3:4])[O:5][C:6]([CH2:7][CH:8]1[NH:9][C:10](=[O:35])[N:11]([CH:14]([CH:15]([CH3:16])[c:17]2[cH:18][cH:19][cH:20][cH:21][cH:22]2)[c:23]2[nH:24][c:25](-[c:28]3[cH:29][cH:30][c:31]([I:34])[cH:32][cH:33]3)[cH:26][n:27]2)[C:12]1=[O:13])=[O:36].[ClH:37].[O:38]1[CH2:39][CH2:40][O:41][CH2:42][CH2:43]1>>[O:5]=[C:6]([CH2:7][CH:8]1[NH:9][C:10](=[O:35])[N:11]([CH:14]([CH:15]([CH3:16])[c:17]2[cH:18][cH:19][cH:20][cH:21][cH:22]2)[c:23]2[nH:24][c:25](-[c:28]3[cH:29][cH:30][c:31]([I:34])[cH:32][cH:33]3)[cH:26][n:27]2)[C:12]1=[O:13])[OH:36]. Starting materials: C1CCOC1, [Li]CCCC, [Cl-], N#N, O=C1NCCO1. The product is [NH2-], O=C1NCCO1. RXN SMILES: [CH2:15]1[O:16][CH2:17][CH2:18][CH2:19]1.[CH3:9][CH2:10][CH2:11][CH2:12][Li:13].[Cl-:14].[N:7]#[N:8].[O:1]1[C:2](=[O:6])[NH:3][CH2:4][CH2:5]1>>[NH2-:7].[O:1]1[C:2](=[O:6])[NH:3][CH2:4][CH2:5]1. Reactants: C(C1=CC=CC=C1)OC(=O)C=1[C@@H]2[C@@H]([C@@H](OC1)OC(NC)=O)[C@@]1([C@H](C2)O1)C ((1S,4aS,6S,7R,7aR)-6,7-epoxy-7-methyl-1-(methylcarbamoyloxy)-1,4a,5,6,7,7a-hexahydrocyclopenta [c]-pyrane-4-carboxylic acid benzyl ester). Reagents/catalysts: [C].[Pd] (palladium-carbon). The solvent is C(C)(=O)OCC (ethyl acetate). Reaction conditions: time 2 hour. The product is O1[C@H]2C[C@H]3[C@@H]([C@@H](OC=C3C(=O)O)OC(NC)=O)[C@]21C ((1S,4aS,6S,7R,7aR)-6,7-epoxy-1,4a,5,6,7,7a-hexahydro-7-methyl-1-(methylcarbamoyloxy) cyclopenta [c]-pyrane-4-carboxylic acid). The yield is 113.6%. Reaction SMILES: C([O:8][C:9]([C:11]1[C@H:12]2[CH2:24][C@@H:23]3[O:25][C@:22]3([CH3:26])[C@@H:13]2[C@H:14]([O:17][C:18](=[O:21])[NH:19][CH3:20])[O:15][CH:16]=1)=[O:10])C1C=CC=CC=1>[C].[Pd].C(OCC)(=O)C>[O:25]1[C@@:22]2([CH3:26])[C@@H:23]1[CH2:24][C@@H:12]1[C:11]([C:9]([OH:10])=[O:8])=[CH:16][O:15][C@@H:14]([O:17][C:18](=[O:21])[NH:19][CH3:20])[C@H:13]12 |f:1.2|. Reported procedure: 35 mg of 5% palladium-carbon catalyst were added to an ethyl acetate solution containing 350 mg of (1S,4aS,6S,7R,7aR)-6,7-epoxy-7-methyl-1-(methylcarbamoyloxy)-1,4a,5,6,7,7a-hexahydrocyclopenta [c]-pyrane-4-carboxylic acid benzyl ester followed by stirring for 2 hours at room temperature under hydrogen gas atmosphere at 1 atm. After filtering out the insoluble matter, the filtrate was concentrated under reduced pressure to obtain a colorless powder in the form of (1S,4aS,6S,7R,7aR)-6,7-epoxy-1,4... As a reaction SMILES: [CH:1]1([CH2:7][CH:8]([C:9](=[O:10])[OH:11])[N:12]2[C:13](=[O:24])[c:14]3[cH:15][cH:16][c:17]([N+:21](=[O:22])[O-:23])[cH:18][c:19]3[CH2:20]2)[CH2:2][CH2:3][CH2:4][CH2:5][CH2:6]1.[CH:33]1([CH2:34][CH:35]([N:36]2[CH2:37][c:38]3[c:39]([cH:40][cH:41][cH:42][cH:43]3)[C:44]2=[O:45])[C:46]([NH:47][c:48]2[s:49][cH:50][cH:51][n:52]2)=[O:53])[CH2:54][CH2:55][CH2:56][CH2:57][CH2:58]1.[ClH:25].[NH2:26][c:27]1[s:28][c:29]([Cl:32])[cH:30][n:31]1>>[CH:1]1([CH2:7][CH:8]([C:9](=[O:10])[NH:26][c:27]2[s:28][c:29]([Cl:32])[cH:30][n:31]2)[N:12]2[C:13](=[O:24])[c:14]3[cH:15][cH:16][c:17]([N+:21](=[O:22])[O-:23])[cH:18][c:19]3[CH2:20]2)[CH2:2][CH2:3][CH2:4][CH2:5][CH2:6]1. The reactants are O=C(O)C(CC1CCCCC1)N1Cc2cc([N+](=O)[O-])ccc2C1=O, O=C(Nc1nccs1)C(CC1CCCCC1)N1Cc2ccccc2C1=O, Cl, Nc1ncc(Cl)s1. Yields the product O=C(Nc1ncc(Cl)s1)C(CC1CCCCC1)N1Cc2cc([N+](=O)[O-])ccc2C1=O.